From a dataset of the Open Reaction Database (ORD), a public repository of structured organic reaction records. describe an organic reaction: reactants, conditions, products, and yield Reactants: C([O-])(O)=O.[Na+] (sodium bicarbonate), C(=O)[C@@H]1[C@H]2CC(O[C@H]2CC1)=O ((1S,5R,6S)-6-formyl-2-oxabicyclo-[3,3,0]octan-3-one), C(OCC)(OCC)OCC (triethyl orthoformate), C1(=CC=C(C=C1)S(=O)(=O)O)C (p-toluenesulfonic acid). The solvent is O (water), CCOCC (ether), C(C)O (ethyl alcohol). Yields the product C(C)OC([C@@H]1[C@H]2CC(O[C@H]2CC1)=O)OCC ((1S,5R,6S)-6-Diethoxymethyl-2-oxabicyclo-[3,3,0]octan-3-one). As a reaction SMILES: C([C@H:3]1[CH2:10][CH2:9][C@H:8]2[C@@H:4]1[CH2:5][C:6](=[O:11])[O:7]2)=O.[CH:12]([O:19][CH2:20][CH3:21])([O:16][CH2:17][CH3:18])OCC.C1(C)C=CC(S(O)(=O)=O)=CC=1.C(=O)(O)[O-].[Na+]>CCOCC.O.C(O)C>[CH2:20]([O:19][CH:12]([O:16][CH2:17][CH3:18])[C@H:3]1[CH2:10][CH2:9][C@H:8]2[C@@H:4]1[CH2:5][C:6](=[O:11])[O:7]2)[CH3:21] |f:3.4|. Procedure details: 4.3 g. of (1S,5R,6S)-6-formyl-2-oxabicyclo-[3,3,0]octan-3-one [see Example 9(a)], 15 ml. of triethyl orthoformate, and 40 mg. of p-toluenesulfonic acid in 15 ml. of absolute ethyl alcohol are agitated for 16 hours at 20° under argon. The mixture is then diluted with ether, shaken in succession with sodium bicarbonate solution and water, dried over magnesium sulfate, and evaporated under vacuum, thus obtaining 4.8 g. of the title compound as an oil which is completely uniform as determined by thi... The reactants are C=CCN, CCCCC(CC)CBr. The product is C=CCNCC(CC)CCCC. As a reaction SMILES: [CH2:10]([CH:11]=[CH2:12])[NH2:13].[CH2:1]([CH3:2])[CH:3]([CH2:4][Br:5])[CH2:6][CH2:7][CH2:8][CH3:9]>>[CH2:1]([CH3:2])[CH:3]([CH2:4][NH:13][CH2:10][CH:11]=[CH2:12])[CH2:6][CH2:7][CH2:8][CH3:9]. The reactants are CN(C)C=O (DMF), IC=1C(=CC(=C(C(=O)O)C1)C)C (5-iodo-2,4-dimethylbenzoic acid), IC=1C(=CC(=C(C(=O)O)C1)C)C (5-iodo-2,4-dimethylbenzoic acid), [Li]CCCC (n-BuLi). Solvent: O1CCCC1 (tetrahydrofuran). Run at temperature -78 celsius, time 1 hour. Product: C(=O)C=1C(=CC(=C(C(=O)O)C1)C)C (5-Formyl-2,4-dimethylbenzoic acid). The yield is 74.4%. Reaction SMILES: I[C:2]1[C:3]([CH3:12])=[CH:4][C:5]([CH3:11])=[C:6]([CH:10]=1)[C:7]([OH:9])=[O:8].[Li]CCCC.CN([CH:21]=[O:22])C>O1CCCC1>[CH:21]([C:2]1[C:3]([CH3:12])=[CH:4][C:5]([CH3:11])=[C:6]([CH:10]=1)[C:7]([OH:9])=[O:8])=[O:22]. Procedure: To a stirred solution of 5-iodo-2,4-dimethylbenzoic acid (compound 2.1, 5 g, 18.11 mmol, 1.00 equiv) in tetrahydrofuran (150 mL) under nitrogen at −78° C. was added n-BuLi (2.5 M in THF, 18 mL, 2.50 equiv) dropwise. After stirring at −78° C. for 1 h, DMF (5 g, 68.4 mmol, 3.80 equiv) was added dropwise. The resulting mixture was stirred at −78° C. for an additional 0.5 h and then carefully quenched by slow addition of 50 mL of water. The pH was then adjusted to ˜3-4 using aqueous HCl (aq., 6 M). ...